This data is from the Open Reaction Database (ORD), a public repository of structured organic reaction records. The task is: describe an organic reaction: reactants, conditions, products, and yield Isolated yield 38.0%. Procedure: 1-((2S,4R)-4-amino-2-methyl-6-(5-(morpholine-4-carbonyl)pyridin-2-yl)-3,4-dihydroquinolin-1(2H)-yl)ethanone hydrochloride (for a preparation see Intermediate 65) (100 mg, 0.232 mmol), 2-bromopyridine (0.044 mL, 0.464 mmol), 2′-(dicyclohexylphosphino)-N,N-dimethyl-[1,1′-biphenyl]-2-amine (18.3 mg, 0.046 mmol), tris(dibenzylideneacetone)dipalladium(0) (21.3 mg, 0.023 mmol) and sodium tert-butoxide (66.9 mg, 0.696 mmol) were combined in 1,4-dioxane (2 mL) and the mixture degassed over a period of 1... Reactants: Cl.N[C@@H]1C[C@@H](N(C2=CC=C(C=C12)C1=NC=C(C=C1)C(=O)N1CCOCC1)C(C)=O)C (1-((2S,4R)-4-amino-2-methyl-6-(5-(morpholine-4-carbonyl)pyridin-2-yl)-3,4-dihydroquinolin-1(2H)-yl)ethanone hydrochloride), CC(C)([O-])C.[Na+] (sodium tert-butoxide), C1(CCCCC1)P(C1=C(C=CC=C1)C=1C(=CC=CC1)N(C)C)C1CCCCC1 (2′-(dicyclohexylphosphino)-N,N-dimethyl-[1,1′-biphenyl]-2-amine), Intermediate 65, BrC1=NC=CC=C1 (2-bromopyridine). RXN SMILES: Cl.[NH2:2][C@H:3]1[C:12]2[C:7](=[CH:8][CH:9]=[C:10]([C:13]3[CH:18]=[CH:17][C:16]([C:19]([N:21]4[CH2:26][CH2:25][O:24][CH2:23][CH2:22]4)=[O:20])=[CH:15][N:14]=3)[CH:11]=2)[N:6]([C:27](=[O:29])[CH3:28])[C@@H:5]([CH3:30])[CH2:4]1.Br[C:32]1[CH:37]=[CH:36][CH:35]=[CH:34][N:33]=1.C1(P(C2CCCCC2)C2C=CC=CC=2C2C(N(C)C)=CC=CC=2)CCCCC1.CC(C)([O-])C.[Na+]>O1CCOCC1.C(#N)C.C(=O)(O)[O-].[NH4+].C1C=CC(/C=C/C(/C=C/C2C=CC=CC=2)=O)=CC=1.C1C=CC(/C=C/C(/C=C/C2C=CC=CC=2)=O)=CC=1.C1C=CC(/C=C/C(/C=C/C2C=CC=CC=2)=O)=CC=1.[Pd].[Pd]>[CH3:30][C@H:5]1[CH2:4][C@@H:3]([NH:2][C:32]2[CH:37]=[CH:36][CH:35]=[CH:34][N:33]=2)[C:12]2[C:7](=[CH:8][CH:9]=[C:10]([C:13]3[CH:18]=[CH:17][C:16]([C:19]([N:21]4[CH2:26][CH2:25][O:24][CH2:23][CH2:22]4)=[O:20])=[CH:15][N:14]=3)[CH:11]=2)[N:6]1[C:27](=[O:29])[CH3:28] |f:0.1,4.5,8.9,10.11.12.13.14|. The product is C[C@@H]1N(C2=CC=C(C=C2[C@@H](C1)NC1=NC=CC=C1)C1=NC=C(C=C1)C(=O)N1CCOCC1)C(C)=O (1-((2S,4R)-2-methyl-6-(5-(morpholine-4-carbonyl)pyridin-2-yl)-4-(pyridin-2-ylamino)-3,4-dihydroquinolin-1(2H)-yl)ethanone). Run at temperature 130 celsius. The reagents and catalysts are C=1C=CC(=CC1)/C=C/C(=O)/C=C/C2=CC=CC=C2.C=1C=CC(=CC1)/C=C/C(=O)/C=C/C2=CC=CC=C2.C=1C=CC(=CC1)/C=C/C(=O)/C=C/C2=CC=CC=C2.[Pd].[Pd] (tris(dibenzylideneacetone)dipalladium(0)). Solvent: C([O-])(O)=O.[NH4+] (ammonium bicarbonate), C(C)#N (acetonitrile), O1CCOCC1 (1,4-dioxane). Starting materials: ClC1=NC=C(C(=N1)N1CCC(CC1)C)[N+](=O)[O-] (2-chloro-4-(4-methyl-piperidin-1-yl)-5-nitro-pyrimidine), CN1CCNCC1 (1-methyl piperazine). Solvent: CN(C)C=O (DMF). Conditions: temperature 80 celsius. The product is CN1CCN(CC1)C1=NC=C(C(=N1)N1CCC(CC1)C)[N+](=O)[O-] (2-(4-Methyl-piperazin-1-yl)-4-(4-methyl-piperidin-1-yl)5-nitro-pyrimidine). The yield is 63.0%. RXN SMILES: Cl[C:2]1[N:7]=[C:6]([N:8]2[CH2:13][CH2:12][CH:11]([CH3:14])[CH2:10][CH2:9]2)[C:5]([N+:15]([O-:17])=[O:16])=[CH:4][N:3]=1.[CH3:18][N:19]1[CH2:24][CH2:23][NH:22][CH2:21][CH2:20]1>CN(C=O)C>[CH3:18][N:19]1[CH2:24][CH2:23][N:22]([C:2]2[N:7]=[C:6]([N:8]3[CH2:13][CH2:12][CH:11]([CH3:14])[CH2:10][CH2:9]3)[C:5]([N+:15]([O-:17])=[O:16])=[CH:4][N:3]=2)[CH2:21][CH2:20]1. Procedure details: To a solution of 2-chloro-4-(4-methyl-piperidin-1-yl)-5-nitro-pyrimidine (as prepared in the previous step) (257 mg, 1.00 mmol) in DMF (10 mL) was added 1-methyl piperazine (110 μL, 1.00 mmol). The resulting mixture was heated at 80° C. for 48 h. The reaction mixture was allowed to cool to room temperature and partitioned between water/EtOAc. The EtOAc layer was separated, dried (Na2SO4) and concentrated in vacuo. The residue obtained was purified on silica (0-10% MeOH:EtOAc) to obtain the title...